describe an organic reaction: reactants, conditions, products, and yield From a dataset of the Open Reaction Database (ORD), a public repository of structured organic reaction records. Reactants: COc1cc(Cl)cc([N+](=O)[O-])c1, Cl, O, c1cc[nH+]cc1. The product is O=[N+]([O-])c1cc(O)cc(Cl)c1. As a reaction SMILES: [Cl:1][c:2]1[cH:3][c:4]([O:11][CH3:12])[cH:5][c:6]([N+:8](=[O:9])[O-:10])[cH:7]1.[ClH:13].[OH2:20].[nH+:14]1[cH:15][cH:16][cH:17][cH:18][cH:19]1>>[Cl:1][c:2]1[cH:3][c:4]([OH:11])[cH:5][c:6]([N+:8](=[O:9])[O-:10])[cH:7]1. Reactants: BrC1=C(C=CC=C1)C(C)(C)O (2-(2-bromo-phenyl)-propan-2-ol), Cl (hydrochloric acid), C(CCC)[Li] (n-butyl lithium), C(C)(C)OB(OC(C)C)OC(C)C (triisopropylborate). Run in C1CCOC1 (THF). Run at temperature -78 celsius, time 2 hour. Yields the product CC1(C2=C(B(O1)O)C=CC=C2)C (3,3-dimethyl-3H-benzo[c][1,2]oxaborol-1-ol). The yield is 38.5%. As a reaction SMILES: Br[C:2]1[CH:7]=[CH:6][CH:5]=[CH:4][C:3]=1[C:8]([OH:11])([CH3:10])[CH3:9].C([Li])CCC.C([O:20][B:21](OC(C)C)OC(C)C)(C)C.Cl>C1COCC1>[CH3:9][C:8]1([CH3:10])[O:11][B:21]([OH:20])[C:2]2[CH:7]=[CH:6][CH:5]=[CH:4][C:3]1=2. Reported procedure: To a solution of 2-(2-bromo-phenyl)-propan-2-ol (4.0 g, 18.6 mmol, prepared as described in Egan, W. et al. J. Am. Chem. Soc., 1971, 93, 6205) in 60 mL of anhydrous THF under argon at −78° C. was slowly added n-butyl lithium (15 mL, 2.5 M). The mixture was stirred at −78° C. for 2 h, and then triisopropylborate (5.5 mL, 24.2 mmol) was added to the mixture. The mixture was allowed to warm to room temperature and stirred at room temperature for 12 h. The mixture was then cooled to 0° C. and hydroc... Reactants: CC(C=NO)(CC=CCCC=CCC(N)C(C)C)C (2,2-dimethyl-11-isopropyl-11-amino-undeca-4,8-dienal oxime), CC(C=NNC(=O)N)(CC=CCCC=CCC(N)C(C)C)C (2,2-dimethyl-11-isopropyl-11-amino-undeca-4,8-dienal semicarbazone), C1(=CC=CC=C1)NN.CC(C=O)(CC=CCCC=CCC(N)C(C)C)C (2,2-dimethyl-11-isopropyl-11-amino-undeca-4,8-dienal phenylhydrazine), di-(2,2-dimethyl-11-isopropyl-11-amino-undeca-4,8-dienal) hydrazone. Product: CC(C=O)(CCCCCCCCC(N)C(C)C)C.C(C1=CC=CC=C1)N (2,2-dimethyl-11-isopropyl-11-amino-undecanal benzylamine). The yield is 76.0%. As a reaction SMILES: CC(C)(CC=[CH:8][CH2:9][CH2:10][CH:11]=[CH:12][CH2:13][CH:14](C(C)C)[NH2:15])C=NO.C1(NN)C=CC=CC=1.[CH3:28][C:29]([CH3:45])([CH2:32][CH:33]=[CH:34][CH2:35][CH2:36][CH:37]=[CH:38][CH2:39][CH:40]([CH:42]([CH3:44])[CH3:43])[NH2:41])[CH:30]=[O:31].CC(C)(CC=CCCC=CCC(C(C)C)N)C=NNC(N)=O>>[CH3:28][C:29]([CH3:45])([CH2:32][CH2:33][CH2:34][CH2:35][CH2:36][CH2:37][CH2:38][CH2:39][CH:40]([CH:42]([CH3:43])[CH3:44])[NH2:41])[CH:30]=[O:31].[CH2:14]([NH2:15])[C:13]1[CH:8]=[CH:9][CH:10]=[CH:11][CH:12]=1 |f:1.2,4.5|. Procedure details: When the above example is repeated using, in place of 2,2-dimethyl-11-isopropyl-11-amino-undeca-4,8-dienal oxime, 34.1 g (0.1 mol) of 2,2-dimethyl-11-isopropyl-11-amino-undeca-4,8-dienal phenylhydrazine (prepared according to Example 24), 42 g (0.084 mol) of di-(2,2-dimethyl-11-isopropyl-11-amino-undeca-4,8-dienal) hydrazone (prepared according to Example 25), 26.5 g (0.086 mol) of 2,2-dimethyl-11-isopropyl-11-amino-undeca-4,8-dienal semicarbazone (prepared according to Example 26) or . . . 2,2-... The reactants are C=CCCC(C)CC(NC(=O)OC(C)(C)C)C1CCC(=O)O1, C1CCOC1, C[Si](C)(C)[N-][Si](C)(C)C, CI, CCC(=O)O, CCOC(C)=O, [Li+], O. The product is C=CCCC(C)CC(NC(=O)OC(C)(C)C)C1CC(C)C(=O)O1. RXN SMILES: [C:1]([CH3:2])([CH3:3])([CH3:4])[O:5][C:6]([NH:7][CH:8]([CH2:9][CH:10]([CH2:11][CH2:12][CH:13]=[CH2:14])[CH3:15])[CH:16]1[O:17][C:18](=[O:21])[CH2:19][CH2:20]1)=[O:22].[CH2:40]1[O:41][CH2:42][CH2:43][CH2:44]1.[CH3:24][Si:25]([N-:26][Si:27]([CH3:28])([CH3:29])[CH3:30])([CH3:31])[CH3:32].[CH3:33][I:34].[CH3:35][CH2:36][C:37](=[O:38])[OH:39].[CH3:45][CH2:46][O:47][C:48]([CH3:49])=[O:50].[Li+:23].[OH2:51]>>[C:1]([CH3:2])([CH3:3])([CH3:4])[O:5][C:6]([NH:7][CH:8]([CH2:9][CH:10]([CH2:11][CH2:12][CH:13]=[CH2:14])[CH3:15])[CH:16]1[O:17][C:18](=[O:21])[CH:19]([CH3:24])[CH2:20]1)=[O:22]. Reported procedure: (R)-6-(2-Chloro-4-methoxy-phenyl)-N4-(1-methoxymethyl-propyl)-pyrimidine-4,5-diamine (0.20 g, 0.60 mmol) was diluted in ethanol (6 ml) and ethyl pyruvate was added (0.68 ml, 6.0 mmol). The mixture was stirred for 18 hours at which time the solution was concentrated. The residue was diluted in glacial acetic acid (10 ml) and warmed to 100° C. for 1 hour. After concentrating the solution the product was purified by reverse phase HPLC to yield 5.0 mg of (R)-4-(2-chloro-4-methoxy-phenyl)-8-(1-methox... RXN SMILES: [Cl:1][C:2]1[CH:7]=[C:6]([O:8][CH3:9])[CH:5]=[CH:4][C:3]=1[C:10]1[N:15]=[CH:14][N:13]=[C:12]([NH:16][C@@H:17]([CH2:20][O:21][CH3:22])[CH2:18][CH3:19])[C:11]=1[NH2:23].[C:24](OCC)(=[O:28])[C:25]([CH3:27])=O>C(O)C>[Cl:1][C:2]1[CH:7]=[C:6]([O:8][CH3:9])[CH:5]=[CH:4][C:3]=1[C:10]1[C:11]2[N:23]=[C:25]([CH3:27])[C:24](=[O:28])[N:16]([C@@H:17]([CH2:20][O:21][CH3:22])[CH2:18][CH3:19])[C:12]=2[N:13]=[CH:14][N:15]=1. Reaction conditions: temperature 100 celsius, time 18 hour. Product: ClC1=C(C=CC(=C1)OC)C1=NC=NC=2N(C(C(=NC12)C)=O)[C@H](CC)COC ((R)-4-(2-chloro-4-methoxy-phenyl)-8-(1-methoxymethyl-propyl)-6-methyl-8H-pteridin-7-one). Solvent: C(C)O (ethanol). Starting materials: ClC1=C(C=CC(=C1)OC)C1=C(C(=NC=N1)N[C@H](CC)COC)N ((R)-6-(2-Chloro-4-methoxy-phenyl)-N4-(1-methoxymethyl-propyl)-pyrimidine-4,5-diamine), C(C(=O)C)(=O)OCC (ethyl pyruvate). The reactants are COC1=C2CCCC(C2=CC=C1)=O (5-methoxy-1-tetralone), CN(N)C (N,N-dimethylhydrazine). The solvent is [Cl-].[Na+] (sodium chloride). The product is CN(N=C1CCCC2=C(C=CC=C12)OC)C (5-methoxy-1-tetralone N,N-dimethylhydrazone). Isolated yield 83.0%. RXN SMILES: [CH3:1][O:2][C:3]1[CH:12]=[CH:11][CH:10]=[C:9]2[C:4]=1[CH2:5][CH2:6][CH2:7][C:8]2=O.[CH3:14][N:15]([CH3:17])[NH2:16]>[Cl-].[Na+]>[CH3:14][N:15]([CH3:17])[N:16]=[C:8]1[C:9]2[C:4](=[C:3]([O:2][CH3:1])[CH:12]=[CH:11][CH:10]=2)[CH2:5][CH2:6][CH2:7]1 |f:2.3|. Procedure: 35.25 g of 5-methoxy-1-tetralone and 61 ml of N,N-dimethylhydrazine were heated to about 80° under argon for 5 hours. The mixture was left to cool, 200 ml of 10% sodium chloride solution were added and the mixture was extracted several times with diethyl ether. The mixture was dried over sodium sulfate, filtered and evaporated. The oily residue was distilled over a 10 cm Vigreux column. At 85°-95°/0.1 mbar there were obtained 36.4 g (83%) of 5-methoxy-1-tetralone N,N-dimethylhydrazone as a yello... The reactants are O=C([O-])[O-], FC(F)(F)c1ccnc(Cl)n1, [Cs+], [Cs+], CC(C)(C)OC(=O)N1CCC(C(C)(O)c2ncc(-c3cccc(N)c3)s2)CC1, CC(=O)[O-], CC(=O)[O-], C1COCCO1, [Pd+2]. Yields the product CC(C)(C)OC(=O)N1CCC(C(C)(O)c2ncc(-c3cccc(Nc4nccc(C(F)(F)F)n4)c3)s2)CC1. As a reaction SMILES: [C:40](=[O:41])([O-:42])[O-:43].[Cl:1][c:2]1[n:3][cH:4][cH:5][c:6]([C:8]([F:9])([F:10])[F:11])[n:7]1.[Cs+:44].[Cs+:45].[NH2:12][c:13]1[cH:14][c:15](-[c:19]2[cH:20][n:21][c:22]([C:24]([CH3:25])([OH:26])[CH:27]3[CH2:28][CH2:29][N:30]([C:33](=[O:34])[O:35][C:36]([CH3:37])([CH3:38])[CH3:39])[CH2:31][CH2:32]3)[s:23]2)[cH:16][cH:17][cH:18]1.[O-:53][C:54]([CH3:55])=[O:56].[O-:57][C:58]([CH3:59])=[O:60].[O:46]1[CH2:47][CH2:48][O:49][CH2:50][CH2:51]1.[Pd+2:52]>>[c:2]1([NH:12][c:13]2[cH:14][c:15](-[c:19]3[cH:20][n:21][c:22]([C:24]([CH3:25])([OH:26])[CH:27]4[CH2:28][CH2:29][N:30]([C:33](=[O:34])[O:35][C:36]([CH3:37])([CH3:38])[CH3:39])[CH2:31][CH2:32]4)[s:23]3)[cH:16][cH:17][cH:18]2)[n:3][cH:4][cH:5][c:6]([C:8]([F:9])([F:10])[F:11])[n:7]1.